Dataset: the Open Reaction Database (ORD), a public repository of structured organic reaction records. Task: describe an organic reaction: reactants, conditions, products, and yield RXN SMILES: [C:1]([O:5][C:6](=[O:21])[CH2:7][C:8](=[O:20])[C:9]([C:12]1[CH:17]=[CH:16][CH:15]=[C:14]([O:18][CH3:19])[N:13]=1)([CH3:11])[CH3:10])([CH3:4])([CH3:3])[CH3:2].Cl[C:23]1[CH:30]=[CH:29][C:26]([C:27]#[N:28])=[CH:25][C:24]=1[N+]([O-])=O>>[C:1]([O:5][C:6]([C:7]1[C:23]2[CH:24]=[CH:25][C:26]([C:27]#[N:28])=[CH:29][C:30]=2[O:20][C:8]=1[C:9]([C:12]1[CH:17]=[CH:16][CH:15]=[C:14]([O:18][CH3:19])[N:13]=1)([CH3:11])[CH3:10])=[O:21])([CH3:2])([CH3:3])[CH3:4]. Product: C(C)(C)(C)OC(=O)C1=C(OC2=C1C=CC(=C2)C#N)C(C)(C)C2=NC(=CC=C2)OC (6-Cyano-2-[1-(6-methoxy-pyridin-2-yl)-1-methyl-ethyl]-benzofuran-3-carboxylic acid tert-butyl ester). Procedure details: According to the method that is used for the preparation of Compound FR1, the title compound was synthesized from 4-(6-methoxy-pyridin-2-yl)-4-methyl-3-oxo-pentanoic acid tert-butyl ester and 4-chloro-3-nitrobenzonitrile. Starting materials: FR1, C(C)(C)(C)OC(CC(C(C)(C)C1=NC(=CC=C1)OC)=O)=O (4-(6-methoxy-pyridin-2-yl)-4-methyl-3-oxo-pentanoic acid tert-butyl ester), ClC1=C(C=C(C#N)C=C1)[N+](=O)[O-] (4-chloro-3-nitrobenzonitrile). Starting materials: C1CNC=2C1=C1C=C(NC1=CC2)C(=O)OC (methyl 1,2-dihydro-3H-pyrrolo[3,2-e]indole-7-carboxylate), C(CCl)Cl (EDC), N(=[N+]=[N-])C(C(=O)OC)=CC1=C2C=CNC2=CC=C1 (methyl 2-azido-3-(1H-indol-4-yl)acrylate), Br.C(C)(=O)OCC (HBr ethyl acetate), C1=C(N=C2C1=C1C=CN=C1C=C2)C(=O)OC (methyl pyrrolo[3,2-e]indole-2-carboxylate). Run in CN(C)C=O (DMF). Yields the product C(C)(C)(C)OC(=O)N1CCC2=C3C=C(NC3=CC=C21)C(=O)OC (methyl 3-(tert-Butyloxycarbonyl)-1,2-dihydro-3H-pyrrolo[3,2-e]indole-7-carboxylate). Isolated yield 47.6%. As a reaction SMILES: N(C(=C[C:10]1C=CC=[C:15]2[C:11]=1[CH:12]=CN2)C(OC)=O)=[N+]=[N-].Br.[C:20]([O:23]CC)(=[O:22])C.[CH:26]1[C:30]2=[C:31]3[C:35]([CH:36]=[CH:37][C:29]2=[N:28][C:27]=1[C:38]([O:40][CH3:41])=[O:39])=[N:34][CH:33]=[CH:32]3.C1C2=C3C(=CC=C2NC1)NC(C(OC)=O)=C3.C(Cl)CCl>CN(C=O)C>[C:11]([O:23][C:20]([N:34]1[C:35]2[C:31](=[C:30]3[C:29](=[CH:37][CH:36]=2)[NH:28][C:27]([C:38]([O:40][CH3:41])=[O:39])=[CH:26]3)[CH2:32][CH2:33]1)=[O:22])([CH3:10])([CH3:12])[CH3:15] |f:1.2|. Procedure details: 210 mg (0.63 mMol) of 2 was treated with an HBr-ethyl acetate solution for 30 minutes. The solvent was evaporated and the resulting salt 3 was dried under high vacuum. The 0.63 mmol of 3 prepared above was reacted with 210 mg (0.69 mMol) of 4 in 10 mL of DMF in the presence of 133 mg (0.69 mMol) of EDC for 2 hours. The solvent was evaporated and the crude purified over silica. To give 160 mg of 5 (47.6% yield). M+1=518 Starting materials: Cl.COC([C@H](CC1=CC=C(C=C1)C1=CC=C(C=C1)C#N)NC(=O)C1NCC=2C=C3C(=CC2C1)OC[C@@H](O3)C3=CC=C(C=C3)OCC3=CC(=C(C=C3)C)C)=O ((S)-3-(4′-Cyano-biphenyl-4-yl)-2-({(S)-3-[4-(3,4-dimethyl-benzyloxy)-phenyl]-2,3,6,7,8,9-hexahydro-[1,4]dioxino[2,3-g]isoquinoline-8-carbonyl}-amino)-propionic acid methyl ester hydrochloride), C(C)(=O)NC=1SC(=C(N1)C)S(=O)(=O)Cl (2-acetylamino-4-methyl thiazole-5-sulfonyl chloride). The product is COC([C@H](CC1=CC=C(C=C1)C1=CC=C(C=C1)C#N)NC(=O)C1N(CC=2C=C3C(=CC2C1)OC[C@@H](O3)C3=CC=C(C=C3)OCC3=CC(=C(C=C3)C)C)S(=O)(=O)C3=C(N=C(S3)NC(C)=O)C)=O ((S)-2-({(S)-7-(2-acetylamino-4-methyl-thiazole-5-sulfonyl)-3-[4-(3,4-dimethyl-benzyloxy)-phenyl]-2,3,6,7,8,9-hexahydro-[1,4]dioxino[2,3-g]isoquinoline-8-carbonyl}-amino)-3-(4′-cyano-biphenyl-4-yl)-propionic acid methyl ester). Isolated yield 73.1%. RXN SMILES: Cl.[CH3:2][O:3][C:4](=[O:54])[C@@H:5]([NH:21][C:22]([CH:24]1[CH2:33][C:32]2[CH:31]=[C:30]3[O:34][CH2:35][C@H:36]([C:38]4[CH:43]=[CH:42][C:41]([O:44][CH2:45][C:46]5[CH:51]=[CH:50][C:49]([CH3:52])=[C:48]([CH3:53])[CH:47]=5)=[CH:40][CH:39]=4)[O:37][C:29]3=[CH:28][C:27]=2[CH2:26][NH:25]1)=[O:23])[CH2:6][C:7]1[CH:12]=[CH:11][C:10]([C:13]2[CH:18]=[CH:17][C:16]([C:19]#[N:20])=[CH:15][CH:14]=2)=[CH:9][CH:8]=1.[C:55]([NH:58][C:59]1[S:60][C:61]([S:65](Cl)(=[O:67])=[O:66])=[C:62]([CH3:64])[N:63]=1)(=[O:57])[CH3:56]>>[CH3:2][O:3][C:4](=[O:54])[C@@H:5]([NH:21][C:22]([CH:24]1[CH2:33][C:32]2[CH:31]=[C:30]3[O:34][CH2:35][C@H:36]([C:38]4[CH:43]=[CH:42][C:41]([O:44][CH2:45][C:46]5[CH:51]=[CH:50][C:49]([CH3:52])=[C:48]([CH3:53])[CH:47]=5)=[CH:40][CH:39]=4)[O:37][C:29]3=[CH:28][C:27]=2[CH2:26][N:25]1[S:65]([C:61]1[S:60][C:59]([NH:58][C:55](=[O:57])[CH3:56])=[N:63][C:62]=1[CH3:64])(=[O:66])=[O:67])=[O:23])[CH2:6][C:7]1[CH:12]=[CH:11][C:10]([C:13]2[CH:18]=[CH:17][C:16]([C:19]#[N:20])=[CH:15][CH:14]=2)=[CH:9][CH:8]=1 |f:0.1|. Procedure details: (S)-3-(4′-Cyano-biphenyl-4-yl)-2-({(S)-3-[4-(3,4-dimethyl-benzyloxy)-phenyl]-2,3,6,7,8,9-hexahydro-[1,4]dioxino[2,3-g]isoquinoline-8-carbonyl}-amino)-propionic acid methyl ester hydrochloride (11 mg) was reacted with 2-acetylamino-4-methyl thiazole-5-sulfonyl chloride (9 mg) according to General Procedure E to give (S)-2-({(S)-7-(2-acetylamino-4-methyl-thiazole-5-sulfonyl)-3-[4-(3,4-dimethyl-benzyloxy)-phenyl]-2,3,6,7,8,9-hexahydro-[1,4]dioxino[2,3-g]isoquinoline-8-carbonyl}-amino)-3-(4′-cyano-b... The reactants are BrC1=CN=C(S1)N=C(C1=CC=CC=C1)C1=CC=CC=C1 (5-bromo-N-(diphenylmethylene)-1,3-thiazol-2-amine), O1CCOCC1 (1,4-dioxane). Reaction conditions: time 18 hour. Yields the product C1(CCCCC1)OCC1=C(C=CC=C1)C1(SC=CN1)N=C(C1=CC=CC=C1)C1=CC=CC=C1 (2-[(cyclohexyloxy)methylphenyl}-N-(diphenylmethylene)-1,3-thiazol-2-amine). Reaction SMILES: Br[C:2]1[S:6][C:5]([N:7]=[C:8]([C:15]2[CH:20]=[CH:19][CH:18]=[CH:17][CH:16]=2)[C:9]2[CH:14]=[CH:13][CH:12]=[CH:11][CH:10]=2)=[N:4][CH:3]=1.O1[CH2:26][CH2:25][O:24][CH2:23][CH2:22]1>>[CH:23]1([O:24][CH2:25][C:26]2[CH:16]=[CH:15][CH:8]=[CH:9][C:10]=2[C:5]2([N:7]=[C:8]([C:15]3[CH:20]=[CH:19][CH:18]=[CH:17][CH:16]=3)[C:9]3[CH:14]=[CH:13][CH:12]=[CH:11][CH:10]=3)[NH:4][CH:3]=[CH:2][S:6]2)[CH2:14][CH2:13][CH2:12][CH2:11][CH2:22]1. Procedure: 24 g of tripotassium phosphate trihydrate, 16.7 g of 2-[(cyclohexyloxy)methyl]phenylboronic acid, obtained in step 1.2, and 2 g of tetrakis(triphenylphosphine)palladium(0) are successively introduced into 17 g of 5-bromo-N-(diphenylmethylene)-1,3-thiazol-2-amine, obtained in step 1.3, in suspension in 250 ml of 1,4-dioxane, and the mixture is kept at 60° C. for 18 hours. The reaction medium is evaporated to dryness, the residue is taken up in ethyl acetate and washed with water. The organic phas... Starting materials: COC(C1=CC(=CC=C1)OC=1N=NC(=CC1)Cl)=O (3-(6-chloro-pyridazin-3-yloxy)-benzoic acid methyl ester), [OH-].[Na+] (NaOH). The solvent is CO.C1CCOC1.O (methanol THF water). Run at time 8 hour. Product: ClC1=CC=C(N=N1)OC=1C=C(C(=O)O)C=CC1 (3-(6-chloro-pyridazin-3-yloxy)-benzoic acid). Yield: 64.3%. As a reaction SMILES: C[O:2][C:3](=[O:18])[C:4]1[CH:9]=[CH:8][CH:7]=[C:6]([O:10][C:11]2[N:12]=[N:13][C:14]([Cl:17])=[CH:15][CH:16]=2)[CH:5]=1.[OH-].[Na+]>CO.C1COCC1.O>[Cl:17][C:14]1[N:13]=[N:12][C:11]([O:10][C:6]2[CH:5]=[C:4]([CH:9]=[CH:8][CH:7]=2)[C:3]([OH:18])=[O:2])=[CH:16][CH:15]=1 |f:1.2,3.4.5|. Procedure: A mixture of 3-(6-chloro-pyridazin-3-yloxy)-benzoic acid methyl ester (950 g, 3.6 mmol) and NaOH (700 mg, 16 mmol) in methanol:THF:water (1:1:1, 6 mL) was stirred at room temperature for 8 h, solvents were evaporated. Crude mass was taken in water (40 mL), acidified to pH 4.0 and extracted with ethyl acetate. Evaporation of ethyl acetate furnished 3-(6-chloro-pyridazin-3-yloxy)-benzoic acid (580 mg). Product: CC(C)Nc1ccc(C2=NNC(=O)Cc3cc4c(cc32)OCO4)cc1. The reactants are CCOC(C)=O, CC(C)I, Nc1ccc(C2=NNC(=O)Cc3cc4c(cc32)OCO4)cc1, CN(C)C=O. As a reaction SMILES: [CH3:32][CH2:33][O:34][C:35]([CH3:36])=[O:37].[I:23][CH:24]([CH3:25])[CH3:26].[NH2:1][c:2]1[cH:3][cH:4][c:5]([C:8]2=[N:9][NH:10][C:11](=[O:22])[CH2:12][c:13]3[c:14]2[cH:15][c:16]2[c:17]([cH:18]3)[O:19][CH2:20][O:21]2)[cH:6][cH:7]1.[O:27]=[CH:28][N:29]([CH3:30])[CH3:31]>>[NH:1]([c:2]1[cH:3][cH:4][c:5]([C:8]2=[N:9][NH:10][C:11](=[O:22])[CH2:12][c:13]3[c:14]2[cH:15][c:16]2[c:17]([cH:18]3)[O:19][CH2:20][O:21]2)[cH:6][cH:7]1)[CH:24]([CH3:25])[CH3:26]. The reactants are C1CCOC1, CC(=O)O, CCOC(C)=O, COC(=O)c1cnc(N)c(C#Cc2cccc(NC(=O)c3occc3C)c2)c1, [Na+], [OH-]. The product is Cc1ccoc1C(=O)Nc1cccc(C#Cc2cc(C(=O)O)cnc2N)c1. RXN SMILES: [CH2:41]1[O:42][CH2:43][CH2:44][CH2:45]1.[CH3:31][C:32](=[O:33])[OH:34].[CH3:35][CH2:36][O:37][C:38]([CH3:39])=[O:40].[NH2:1][c:2]1[n:3][cH:4][c:5]([C:6](=[O:7])[O:8][CH3:9])[cH:10][c:11]1[C:12]#[C:13][c:14]1[cH:15][c:16]([NH:20][C:21](=[O:22])[c:23]2[o:24][cH:25][cH:26][c:27]2[CH3:28])[cH:17][cH:18][cH:19]1.[Na+:30].[OH-:29]>>[NH2:1][c:2]1[n:3][cH:4][c:5]([C:6](=[O:7])[OH:8])[cH:10][c:11]1[C:12]#[C:13][c:14]1[cH:15][c:16]([NH:20][C:21](=[O:22])[c:23]2[o:24][cH:25][cH:26][c:27]2[CH3:28])[cH:17][cH:18][cH:19]1.